Dataset: the Open Reaction Database (ORD), a public repository of structured organic reaction records. Task: describe an organic reaction: reactants, conditions, products, and yield Reactants: CC(C)(C)OC(=O)CBr, O=C([O-])[O-], COC(C)[Si](C)(C)C, CN(C)C=O, [Cl-], Cc1ccc(F)cc1C1CC(=O)NC(c2cccc(Cl)c2)C12C(=O)Nc1cc(Cl)ccc12, [Cs+], [Cs+], [NH4+]. The product is COC(C)[Si](C)(C)C, Cc1ccc(F)cc1C1CC(=O)N(CC(=O)OC(C)(C)C)C(c2cccc(Cl)c2)C12C(=O)Nc1cc(Cl)ccc12. Reaction SMILES: [C:41]([CH3:42])([CH3:43])([CH3:44])[O:45][C:46]([CH2:47][Br:48])=[O:49].[C:50](=[O:51])([O-:52])[O-:53].[CH3:1][O:2][CH:3]([CH3:4])[Si:5]([CH3:6])([CH3:7])[CH3:8].[CH3:58][N:59]([CH3:60])[CH:61]=[O:62].[Cl-:56].[Cl:9][c:10]1[cH:11][cH:12][c:13]2[c:17]([cH:18]1)[NH:16][C:15](=[O:19])[C:14]21[CH:20]([c:34]2[cH:35][c:36]([Cl:40])[cH:37][cH:38][cH:39]2)[NH:21][C:22](=[O:33])[CH2:23][CH:24]1[c:25]1[c:26]([CH3:32])[cH:27][cH:28][c:29]([F:31])[cH:30]1.[Cs+:54].[Cs+:55].[NH4+:57]>>[CH3:1][O:2][CH:3]([CH3:4])[Si:5]([CH3:6])([CH3:7])[CH3:8].[Cl:9][c:10]1[cH:11][cH:12][c:13]2[c:17]([cH:18]1)[NH:16][C:15](=[O:19])[C:14]21[CH:20]([c:34]2[cH:35][c:36]([Cl:40])[cH:37][cH:38][cH:39]2)[N:21]([CH2:47][C:46]([O:45][C:41]([CH3:42])([CH3:43])[CH3:44])=[O:49])[C:22](=[O:33])[CH2:23][CH:24]1[c:25]1[c:26]([CH3:32])[cH:27][cH:28][c:29]([F:31])[cH:30]1. Starting materials: [N+](=O)([O-])C1=C(C=C(C=C1C)C(C)(C)C)C (1-nitro-4-tert-butyl-2,6-dimethylbenzene), [N+](=O)([O-])C1=C(C=C(C=C1C)C(C)(C)C)C (1-nitro-4-tert-butyl-2,6-dimethylbenzene), [Cl-].[Cl-].[Ca+2] (CaCl2). Reagents/catalysts: [Zn] (zinc). Run in O (Water), C(C)O (ethanol), O (water). Run at temperature 65 celsius, time 8 hour. Product: CC1=C(N)C(=CC(=C1)C(C)(C)C)C (2,6-dimethyl-4-tert-butylaniline). Yield: 93.2%. Reaction SMILES: [N+:1]([C:4]1[C:9]([CH3:10])=[CH:8][C:7]([C:11]([CH3:14])([CH3:13])[CH3:12])=[CH:6][C:5]=1[CH3:15])([O-])=O.[Cl-].[Cl-].[Ca+2]>C(O)C.O.[Zn]>[CH3:15][C:5]1[CH:6]=[C:7]([C:11]([CH3:13])([CH3:12])[CH3:14])[CH:8]=[C:9]([CH3:10])[C:4]=1[NH2:1] |f:1.2.3|. Procedure: Water, 20 mL, was added to a mixture of 12.0 g (58.0 mmol) of 1-nitro-4-tert-butyl-2,6-dimethylbenzene dissolved in 160 mL of ethanol. To the stirring solution of 1-nitro-4-tert-butyl-2,6-dimethylbenzene was added CaCl2, 4.8 g (43.2 mmol), dissolved in 20 mL of water, followed by the addition of zinc powder, 50.0 g (76.5 mmol). The reaction was stirred overnight at 65° C., then cooled to ambient temperature and filtered. The filtrate was extracted three times with ether, and the organic layer wa...